From a dataset of the Open Reaction Database (ORD), a public repository of structured organic reaction records. describe an organic reaction: reactants, conditions, products, and yield The reactants are C(=O)[O-].[NH4+] (ammonium formate), C(=O)(OC(C)(C)C)N[C@H](C(=O)OC)CC=1C=C2C=CC=NC2=CC1 (methyl (S) 2-(N-boc-amino)-3-quinolin-6-yl-propionate), C(=O)[O-].[NH4+] (ammonium formate). The reagents and catalysts are [Pd] (palladium on charcoal), [Pd] (palladium on charcoal). Solvent: C(C)O (ethanol). Run at time 30 minute. The product is C(=O)(OC(C)(C)C)NC(C(=O)OC)CC=1C=C2CCCNC2=CC1 (Methyl 2-(N-boc-Amino)-3-(1,2,3,4-tetrahydro-quinolin-6-yl)-propionate). Yield: 98.8%. Reaction SMILES: [C:1]([NH:8][C@@H:9]([CH2:14][C:15]1[CH:16]=[C:17]2[C:22](=[CH:23][CH:24]=1)[N:21]=[CH:20][CH:19]=[CH:18]2)[C:10]([O:12][CH3:13])=[O:11])([O:3][C:4]([CH3:7])([CH3:6])[CH3:5])=[O:2].C([O-])=O.[NH4+]>C(O)C.[Pd]>[C:1]([NH:8][CH:9]([CH2:14][C:15]1[CH:16]=[C:17]2[C:22](=[CH:23][CH:24]=1)[NH:21][CH2:20][CH2:19][CH2:18]2)[C:10]([O:12][CH3:13])=[O:11])([O:3][C:4]([CH3:6])([CH3:7])[CH3:5])=[O:2] |f:1.2|. Reported procedure: A solution of methyl (S) 2-(N-boc-amino)-3-quinolin-6-yl-propionate [3.8 g, Reference Example 20(a)] in ethanol (100 ml) at 60° C. was treated with ammonium formate (10 g) and 10% palladium on charcoal (500 mg). After stirring at 60° C. further ammonium formate (about 5 g) and palladium on charcoal (about 250 mg) were added, and this was repeated at 30 minute intervals for a further 2 hours, at which time TLC analysis indicated the reaction was complete. After cooling to room temperature the mix... Reactants: FC1=C(COC2=CC(NC=C2)=O)C=CC(=C1)F (4-[(2,4-difluorobenzyl)oxy]-pyridin-2 (1H)-one), C(C)#N.O (acetonitrile water), FC(C(=O)O)(F)F (trifluoroacetic acid), ClN1C(CCC1=O)=O (N-chlorosuccinimide). The solvent is CN(C=O)C (dimethylformamide). Conditions: time 15 hour. The product is FC1=C(COC2=CC=[N+](C=C2)[O-])C=CC(=C1)F (4-[(2,4-difluorobenzyl)oxy]pyridine 1-oxide). As a reaction SMILES: [F:1][C:2]1[CH:16]=[C:15]([F:17])[CH:14]=[CH:13][C:3]=1[CH2:4][O:5][C:6]1[CH:11]=[CH:10][NH:9][C:8](=O)[CH:7]=1.ClN1C(=[O:24])CCC1=O.C(#N)C.O.FC(F)(F)C(O)=O>CN(C)C=O>[F:1][C:2]1[CH:16]=[C:15]([F:17])[CH:14]=[CH:13][C:3]=1[CH2:4][O:5][C:6]1[CH:11]=[CH:10][N+:9]([O-:24])=[CH:8][CH:7]=1 |f:2.3|. Procedure details: 4-[(2,4-difluorobenzyl)oxy]-pyridin-2 (1H)-one (from Step 2) (8.60 g, 36.3 mmol) was stirred in 150 ml dimethylformamide and treated with N-chlorosuccinimide (5.4 g, 39.9 mmol). After 15 hours, the precipitate was collected by filtration (5.11 g, 52%) yeilding a lustrous white solid. The mother liquor was diluted to 500 ml with diethyl ether, providing 2.47 g (25%) in a second crop. 1H-NMR (400 MHz, DMSO-d6) δ 11.87 (s, 1H), 7.60 (quartet, J=6.34 Hz, 1H), 7.43 (d, J=7.58 Hz, 1H), 7.31 (dt, J=10.... Solvent: CC#N (MeCN). Reactants: ON=C(C1=CC=CC=C1)C1=NN=NN1C (N-hydroxy-1-(1-methyl-1H-tetrazol-5-yl)-1-phenylmethanimine), C(=O)([O-])[O-].[Cs+].[Cs+] (Cs2CO3), BrC=1SC(=C(N1)CBr)C (2-bromo-4-(bromomethyl)-5-methyl-1,3-thiazole). Reaction conditions: time 24 hour. Reported procedure: To a stirred solution of N-hydroxy-1-(1-methyl-1H-tetrazol-5-yl)-1-phenylmethanimine (1.47 g, 7.25 mmol, 1.0 eq.) in 25 ml of MeCN was added Cs2CO3 (2.59 g, 7.97 mmol, 1.1 eq.) followed by KI (0.120 g, 0.725 mmol, 0.1 eq.) in one portion. The resulting suspension was stirred for 5 mins before addition of 2-bromo-4-(bromomethyl)-5-methyl-1,3-thiazole (1.96 g, 7.25 mmol, 1 eq.) in one portion. The reaction was stirred for 24 hrs at room temperature. The solvent was evaporated and the residue was d... Yield: 102.4%. Product: BrC=1SC(=C(N1)CON=C(C1=CC=CC=C1)C1=NN=NN1C)C (N-[(2-bromo-5-methyl-1,3-thiazol-4-yl)methoxy]-1-(1-methyl-1H-tetrazol-5-yl)-1-phenylmethanimine). Reaction SMILES: [OH:1][N:2]=[C:3]([C:10]1[N:14]([CH3:15])[N:13]=[N:12][N:11]=1)[C:4]1[CH:9]=[CH:8][CH:7]=[CH:6][CH:5]=1.C([O-])([O-])=O.[Cs+].[Cs+].[Br:22][C:23]1[S:24][C:25]([CH3:30])=[C:26]([CH2:28]Br)[N:27]=1>CC#N>[Br:22][C:23]1[S:24][C:25]([CH3:30])=[C:26]([CH2:28][O:1][N:2]=[C:3]([C:10]2[N:14]([CH3:15])[N:13]=[N:12][N:11]=2)[C:4]2[CH:5]=[CH:6][CH:7]=[CH:8][CH:9]=2)[N:27]=1 |f:1.2.3|. The reactants are N1CC(OCC1)CNC(=O)NC1=CC=CC=C1 (N-(Morpholin-2-ylmethyl)-N′-phenylurea), ClCC(=O)N1CCC2=CC=CC=C12 (1-(2-chloroacetyl)indoline), tris-(2-aminoethyl)amine polystyrene, polystyrene methyl isocyanate. Run in CN(C=O)C (N,N-dimethylformamide). Run at time 30 minute. Yields the product N1(CCC2=CC=CC=C12)C(CN1CC(OCC1)CNC(=O)NC1=CC=CC=C1)=O (N-({4-[2-(2,3-Dihydro-1H-indol-1-yl)-2-oxoethyl]morpholin-2-yl}methyl)-N′-phenylurea). Yield: 71.6%. As a reaction SMILES: [NH:1]1[CH2:6][CH2:5][O:4][CH:3]([CH2:7][NH:8][C:9]([NH:11][C:12]2[CH:17]=[CH:16][CH:15]=[CH:14][CH:13]=2)=[O:10])[CH2:2]1.Cl[CH2:19][C:20]([N:22]1[C:30]2[C:25](=[CH:26][CH:27]=[CH:28][CH:29]=2)[CH2:24][CH2:23]1)=[O:21]>CN(C)C=O>[N:22]1([C:20](=[O:21])[CH2:19][N:1]2[CH2:6][CH2:5][O:4][CH:3]([CH2:7][NH:8][C:9]([NH:11][C:12]3[CH:17]=[CH:16][CH:15]=[CH:14][CH:13]=3)=[O:10])[CH2:2]2)[C:30]2[C:25](=[CH:26][CH:27]=[CH:28][CH:29]=2)[CH2:24][CH2:23]1. Procedure: To a stirred solution of Intermediate 7 (0.01 g) in N,N-dimethylformamide (0.5 ml) was added 1-(2-chloroacetyl)indoline (0.0092 g). The mixture was stirred at 22° C. for 17 h before tris-(2-aminoethyl)amine polystyrene (Argonaut Technologies, 0.01 g @ 4.46 mmol/g) and polystyrene methyl isocyanate (Argonaut Technologies, 0.033 g @ 1.39 mmol/g) was added. Stirring was continued for a further 30 min before the mixture was purified by solid phase extraction (1 g Isolute SCX sulphonic acid column), ... Reactants: [NH4+].[Cl-] (NH4Cl), COC1=C(C=C(C(=C1)C=1CCN(CC1)C)[N+](=O)[O-])NC1=NC=C(C(=N1)C=1C=NN2C1C=CC=C2)C (N-[2-methoxy-4-(1-methyl-3,6-dihydro-2H-pyridin-4-yl)-5-nitrophenyl]-5-methyl-4-pyrazolo[1,5-a]pyridin-3-ylpyrimidin-2-amine), COC1=C(C=C(C(=C1)C=1CCN(CC1)C)[N+](=O)[O-])NC1=NC=C(C(=N1)C=1C=NN2C1C=CC=C2)C (N-[2-methoxy-4-(1-methyl-3,6-dihydro-2H-pyridin-4-yl)-5-nitrophenyl]-5-methyl-4-pyrazolo[1,5-a]pyridin-3-ylpyrimidin-2-amine), [NH4+].[Cl-] (NH4Cl). The reagents and catalysts are [Fe] (iron), [Fe] (iron). The solvent is C(C)O (ethanol), O (water). The product is COC1=C(C=C(C(=C1)C=1CCN(CC1)C)N)NC1=NC=C(C(=N1)C=1C=NN2C1C=CC=C2)C (4-Methoxy-6-(1-methyl-3,6-dihydro-2H-pyridin-4-yl)-N′-(5-methyl-4-pyrazolo[1,5-a]pyridin-3-ylpyrimidin-2-yl)benzene-1,3-diamine). Yield: 57.6%. Reaction SMILES: [CH3:1][O:2][C:3]1[CH:8]=[C:7]([C:9]2[CH2:10][CH2:11][N:12]([CH3:15])[CH2:13][CH:14]=2)[C:6]([N+:16]([O-])=O)=[CH:5][C:4]=1[NH:19][C:20]1[N:25]=[C:24]([C:26]2[CH:27]=[N:28][N:29]3[CH:34]=[CH:33][CH:32]=[CH:31][C:30]=23)[C:23]([CH3:35])=[CH:22][N:21]=1.[NH4+].[Cl-]>C(O)C.O.[Fe]>[CH3:1][O:2][C:3]1[CH:8]=[C:7]([C:9]2[CH2:10][CH2:11][N:12]([CH3:15])[CH2:13][CH:14]=2)[C:6]([NH2:16])=[CH:5][C:4]=1[NH:19][C:20]1[N:25]=[C:24]([C:26]2[CH:27]=[N:28][N:29]3[CH:34]=[CH:33][CH:32]=[CH:31][C:30]=23)[C:23]([CH3:35])=[CH:22][N:21]=1 |f:1.2|. Procedure details: A mixture of N-[2-methoxy-4-(1-methyl-3,6-dihydro-2H-pyridin-4-yl)-5-nitrophenyl]-5-methyl-4-pyrazolo[1,5-a]pyridin-3-ylpyrimidin-2-amine (Intermediate 2, 279 mg, 0.59 mmol), iron (198 mg, 3.55 mmol) and NH4Cl (22.16 mg, 0.41 mmol) in ethanol (10.5 mL) and water (3.50 mL) was heated at reflux for 0.75 h. Further NH4Cl (22.16 mg, 0.41 mmol) and iron (198 mg, 3.55 mmol) were then added and the mixture was heated at reflux for a further 1.5 h. The mixture was then cooled, filtered, and the filtrate...